describe an organic reaction: reactants, conditions, products, and yield From a dataset of the Open Reaction Database (ORD), a public repository of structured organic reaction records. The reactants are C1=CC(=CC=C1N)O (p-aminophenol), BrCCCCCC(=O)Cl (6-bromohexanoyl chloride). The product is BrCCCCCC(=O)NC1=CC=C(C=C1)O (6-Bromo-N-(4-hydroxyphenyl)hexanamide). The yield is 88.0%. Reaction SMILES: [CH:1]1[C:6]([NH2:7])=[CH:5][CH:4]=[C:3]([OH:8])[CH:2]=1.[Br:9][CH2:10][CH2:11][CH2:12][CH2:13][CH2:14][C:15](Cl)=[O:16]>>[Br:9][CH2:10][CH2:11][CH2:12][CH2:13][CH2:14][C:15]([NH:7][C:6]1[CH:5]=[CH:4][C:3]([OH:8])=[CH:2][CH:1]=1)=[O:16]. Procedure details: was prepared in 88% yield from 148.4 g (1.36 mol) of p-aminophenol and 145 g (0.68 mol) of 6-bromohexanoyl chloride according to the procedure of Example 1, part a, except that the addition was made at ambient temperature and the reaction was refluxed one hour, mp 124°-125° C. The reactants are FC1=CC=C(C(=O)C(CCCl)Br)C=C1 (1-p-fluorobenzoyl-1-bromo-3-chloro-propane), N1CCOCC1 (morpholine), [I-].[K+] (potassium iodide). Run in C=1(C(=CC=CC1)C)C (xylene). The product is FC1=CC=C(C(=O)C(CCN2CCOCC2)N2CCOCC2)C=C1 (1-p-Fluorobenzoyl-1,3-dimorpholino-propane). Reaction SMILES: [F:1][C:2]1[CH:14]=[CH:13][C:5]([C:6]([CH:8](Br)[CH2:9][CH2:10]Cl)=[O:7])=[CH:4][CH:3]=1.[NH:15]1[CH2:20][CH2:19][O:18][CH2:17][CH2:16]1.[I-].[K+]>C1(C)C(C)=CC=CC=1>[F:1][C:2]1[CH:14]=[CH:13][C:5]([C:6]([CH:8]([N:15]2[CH2:20][CH2:19][O:18][CH2:17][CH2:16]2)[CH2:9][CH2:10][N:15]2[CH2:20][CH2:19][O:18][CH2:17][CH2:16]2)=[O:7])=[CH:4][CH:3]=1 |f:2.3|. Procedure details: A solution of 10 g. of 1-p-fluorobenzoyl-1-bromo-3-chloro-propane, 12.5 g. of morpholine and a catalytic quantity of potassium iodide in 100 cc. xylene is made to reflux for 12 hours and then cooled. The resulting solid is filtered and the filtrate extracted with dilute HCl. The separated aqueous phase is filtered hot using animal charcoal, cooled, made alkaline with dilute soda solution, and extracted with diethyl ether. The organic phases are combined, washed with water, dried and evaporated, ...